From a dataset of the Open Reaction Database (ORD), a public repository of structured organic reaction records. describe an organic reaction: reactants, conditions, products, and yield Reactants: CN(C)C=O, CC(C)Br, O=[N+]([O-])N=C1NCCN1Cc1ccc(Cl)nc1, [H-], [H][H], [Na+], O. Product: CC(C)N1CCN(Cc2ccc(Cl)nc2)C1=N[N+](=O)[O-]. As a reaction SMILES: [CH3:26][N:27]([CH3:28])[CH:29]=[O:30].[CH:22]([CH3:23])([CH3:24])[Br:25].[Cl:3][c:4]1[n:5][cH:6][c:7]([CH2:10][N:11]2[C:12](=[N:16][N+:17](=[O:18])[O-:19])[NH:13][CH2:14][CH2:15]2)[cH:8][cH:9]1.[H-:1].[H:20][H:21].[Na+:2].[OH2:31]>>[Cl:3][c:4]1[n:5][cH:6][c:7]([CH2:10][N:11]2[C:12](=[N:16][N+:17](=[O:18])[O-:19])[N:13]([CH:22]([CH3:23])[CH3:24])[CH2:14][CH2:15]2)[cH:8][cH:9]1. Starting materials: Cl (hydrochloric acid), C12COCC(CC1)N2C(=O)C2=CN=C1N2C=C(C=C1Br)C(F)(F)F (3-oxa-8-azabicyclo[3.2.1]octan-8-yl(8-bromo-6-(trifluoromethyl)imidazo[1,2-a]pyridin-3-yl)methanone), N1N=CN=C1 (1H-1,2,4-triazole), N1=CC=CC2=CC=CC(=C12)O (8-quinolinol), C([O-])([O-])=O.[K+].[K+] (potassium carbonate). Reagents/catalysts: [Cu]I (copper(I) iodide). The solvent is CS(=O)C (DMSO). Conditions: temperature 170 celsius, time 30 minute. Yields the product C12COCC(CC1)N2C(=O)C2=CN=C1N2C=C(C=C1N1N=CN=C1)C(F)(F)F (3-oxa-8-azabicyclo[3.2.1]oct-8-yl(8-(1H-1,2,4-triazol-1-yl)-6-(trifluoromethyl)imidazo[1,2-a]pyridin-3-yl)methanone). Yield: 7.2%. RXN SMILES: [CH:1]12[N:8]([C:9]([C:11]3[N:15]4[CH:16]=[C:17]([C:21]([F:24])([F:23])[F:22])[CH:18]=[C:19](Br)[C:14]4=[N:13][CH:12]=3)=[O:10])[CH:5]([CH2:6][CH2:7]1)[CH2:4][O:3][CH2:2]2.[NH:25]1[CH:29]=[N:28][CH:27]=[N:26]1.N1C2C(=CC=CC=2O)C=CC=1.C(=O)([O-])[O-].[K+].[K+].Cl>CS(C)=O.[Cu]I>[CH:1]12[N:8]([C:9]([C:11]3[N:15]4[CH:16]=[C:17]([C:21]([F:24])([F:23])[F:22])[CH:18]=[C:19]([N:25]5[CH:29]=[N:28][CH:27]=[N:26]5)[C:14]4=[N:13][CH:12]=3)=[O:10])[CH:5]([CH2:6][CH2:7]1)[CH2:4][O:3][CH2:2]2 |f:3.4.5|. Procedure details: A mixture of 3-oxa-8-azabicyclo[3.2.1]octan-8-yl(8-bromo-6-(trifluoromethyl)imidazo[1,2-a]pyridin-3-yl)methanone (315 mg), 1H-1,2,4-triazole (108 mg), copper(I) iodide (44.5 mg), 8-quinolinol (33.9 mg) and potassium carbonate (215 mg) in DMSO (3.0 mL) was stirred with microwave irradiation at 170° C. for 30 min. To the reaction mixture was added 0.1N hydrochloric acid, and the mixture was extracted with ethyl acetate. The extract was washed with saturated aqueous ammonium chloride solution and s... The reactants are C12(CC3CC(CC(C1)C3)C2)CNC(=O)C2=CC=CC=3N2C=C(N3)CO (N-(Adamantan-1-ylmethyl)-2-(hydroxymethyl)imidazo[1,2-a]pyridine-5-carboxamide), S(=O)(Cl)Cl (thionyl chloride). The product is C12(CC3CC(CC(C1)C3)C2)CNC(=O)C2=CC=CC=3N2C=C(N3)CCl (N-(ADAMANTANYLMETHYL)-2-(CHLOROMETHYL)IMIDAZO[1,2-A]PYRIDINE-5-CARBOXAMIDE), Cl (HCl). Reaction SMILES: [C:1]12([CH2:11][NH:12][C:13]([C:15]3[N:20]4[CH:21]=[C:22]([CH2:24]O)[N:23]=[C:19]4[CH:18]=[CH:17][CH:16]=3)=[O:14])[CH2:10][CH:5]3[CH2:6][CH:7]([CH2:9][CH:3]([CH2:4]3)[CH2:2]1)[CH2:8]2.S(Cl)([Cl:28])=O>>[C:1]12([CH2:11][NH:12][C:13]([C:15]3[N:20]4[CH:21]=[C:22]([CH2:24][Cl:28])[N:23]=[C:19]4[CH:18]=[CH:17][CH:16]=3)=[O:14])[CH2:10][CH:5]3[CH2:6][CH:7]([CH2:9][CH:3]([CH2:4]3)[CH2:2]1)[CH2:8]2.[ClH:28]. Procedure: N-(Adamantan-1-ylmethyl)-2-(hydroxymethyl)imidazo[1,2-a]pyridine-5-carboxamide (4.4 g, 12.96 mmol) is treated with 10 mL of thionyl chloride at RT for 1 h. The excess thionyl chloride is removed in vacuo to give the title compound as its HCl salt. RXN SMILES: [CH2:32]([Cl:33])[Cl:34].[Cl:1][c:2]1[c:3]([CH2:19][OH:20])[c:4]([O:9][c:10]2[c:11]([CH3:18])[cH:12][c:13]([CH3:17])[cH:14][c:15]2[CH3:16])[n:5][c:6]([CH3:8])[cH:7]1.[O:21]=[Cr:22]([Cl:23])([O-:24])=[O:25].[nH+:26]1[cH:27][cH:28][cH:29][cH:30][cH:31]1>>[Cl:1][c:2]1[c:3]([CH:19]=[O:20])[c:4]([O:9][c:10]2[c:11]([CH3:18])[cH:12][c:13]([CH3:17])[cH:14][c:15]2[CH3:16])[n:5][c:6]([CH3:8])[cH:7]1. The product is Cc1cc(C)c(Oc2nc(C)cc(Cl)c2C=O)c(C)c1. The reactants are ClCCl, Cc1cc(C)c(Oc2nc(C)cc(Cl)c2CO)c(C)c1, O=[Cr](=O)([O-])Cl, c1cc[nH+]cc1. The reactants are CC(C)(C)OC(=O)CCC(NC(=O)NC(CCCCNC(=O)C(CCCCN(Cc1nccn1CC(=O)N(CC(=O)OC(C)(C)C)CC(=O)OC(C)(C)C)Cc1nccn1CC(=O)N(CC(=O)OC(C)(C)C)CC(=O)OC(C)(C)C)NC(=O)OCC1c2ccccc2-c2ccccc21)C(=O)OC(C)(C)C)C(=O)OC(C)(C)C, C1CCNCC1, CN(C)C=O. Product: CC(C)(C)OC(=O)CCC(NC(=O)NC(CCCCNC(=O)C(N)CCCCN(Cc1nccn1CC(=O)N(CC(=O)OC(C)(C)C)CC(=O)OC(C)(C)C)Cc1nccn1CC(=O)N(CC(=O)OC(C)(C)C)CC(=O)OC(C)(C)C)C(=O)OC(C)(C)C)C(=O)OC(C)(C)C. Reaction SMILES: [C:1]([CH3:2])([CH3:3])([CH3:4])[O:5][C:6]([CH2:7][N:8]([C:9]([CH2:10][n:11]1[c:12]([CH2:16][N:17]([CH2:18][CH2:19][CH2:20][CH2:21][CH:22]([NH:23][C:24](=[O:25])[O:26][CH2:27][CH:28]2[c:29]3[cH:30][cH:31][cH:32][cH:33][c:34]3-[c:35]3[c:36]2[cH:37][cH:38][cH:39][cH:40]3)[C:41]([NH:42][CH2:43][CH2:44][CH2:45][CH2:46][CH:47]([NH:48][C:49]([NH:50][CH:51]([CH2:52][CH2:53][C:54](=[O:55])[O:56][C:57]([CH3:58])([CH3:59])[CH3:60])[C:61](=[O:62])[O:63][C:64]([CH3:65])([CH3:66])[CH3:67])=[O:68])[C:69](=[O:70])[O:71][C:72]([CH3:73])([CH3:74])[CH3:75])=[O:76])[CH2:77][c:78]2[n:79]([CH2:83][C:84]([N:85]([CH2:86][C:87]([O:88][C:89]([CH3:90])([CH3:91])[CH3:92])=[O:93])[CH2:94][C:95]([O:96][C:97]([CH3:98])([CH3:99])[CH3:100])=[O:101])=[O:102])[cH:80][cH:81][n:82]2)[n:13][cH:14][cH:15]1)=[O:103])[CH2:104][C:105]([O:106][C:107]([CH3:108])([CH3:109])[CH3:110])=[O:111])=[O:112].[CH2:113]1[CH2:114][CH2:115][NH:116][CH2:117][CH2:118]1.[O:119]=[CH:120][N:121]([CH3:122])[CH3:123]>>[C:1]([CH3:2])([CH3:3])([CH3:4])[O:5][C:6]([CH2:7][N:8]([C:9]([CH2:10][n:11]1[c:12]([CH2:16][N:17]([CH2:18][CH2:19][CH2:20][CH2:21][CH:22]([NH2:23])[C:41]([NH:42][CH2:43][CH2:44][CH2:45][CH2:46][CH:47]([NH:48][C:49]([NH:50][CH:51]([CH2:52][CH2:53][C:54](=[O:55])[O:56][C:57]([CH3:58])([CH3:59])[CH3:60])[C:61](=[O:62])[O:63][C:64]([CH3:65])([CH3:66])[CH3:67])=[O:68])[C:69](=[O:70])[O:71][C:72]([CH3:73])([CH3:74])[CH3:75])=[O:76])[CH2:77][c:78]2[n:79]([CH2:83][C:84]([N:85]([CH2:86][C:87]([O:88][C:89]([CH3:90])([CH3:91])[CH3:92])=[O:93])[CH2:94][C:95]([O:96][C:97]([CH3:98])([CH3:99])[CH3:100])=[O:101])=[O:102])[cH:80][cH:81][n:82]2)[n:13][cH:14][cH:15]1)=[O:103])[CH2:104][C:105]([O:106][C:107]([CH3:108])([CH3:109])[CH3:110])=[O:111])=[O:112]. The reactants are ClCC(COC1=CC=CC=C1)O (1-chloro-3-phenyloxy-2-propanol), S(=S)(=O)([O-])[O-].[Na+].[Na+] (sodium thiosulfate), Cl[O-].[Na+] (sodium hypochlorite), [Br-].[Na+] (sodium bromide), C(O)([O-])=O.[Na+] (sodium hydrogencarbonate). Reagents/catalysts: CC1(CCCC(N1[O])(C)C)C (2,2,6,6-tetramethylpiperidine-1-oxyl). The solvent is C(C)(=O)OCC (ethyl acetate), O (water). Run at time 30 minute. Yields the product ClCC(COC1=CC=CC=C1)=O (1-chloro-3-phenyloxy-2-propanon). Isolated yield 81.4%. As a reaction SMILES: [Cl:1][CH2:2][CH:3]([OH:12])[CH2:4][O:5][C:6]1[CH:11]=[CH:10][CH:9]=[CH:8][CH:7]=1.[Br-].[Na+].C(=O)([O-])O.[Na+].Cl[O-].[Na+].S([O-])([O-])(=O)=S.[Na+].[Na+]>CC1(C)N([O])C(C)(C)CCC1.O.C(OCC)(=O)C>[Cl:1][CH2:2][C:3](=[O:12])[CH2:4][O:5][C:6]1[CH:11]=[CH:10][CH:9]=[CH:8][CH:7]=1 |f:1.2,3.4,5.6,7.8.9,^1:33|. Reported procedure: To the mixture consisting of 30 mmol (5.60 g) of 1-chloro-3-phenyloxy-2-propanol, 1.5 mmol (234 mg) of 2,2,6,6-tetramethylpiperidine-1-oxyl (TEMPO), 33 mmol (3.4 g) of sodium bromide, 90 mmol (7.50 g) of sodium hydrogencarbonate, 75 ml of ethyl acetate and 35 ml of water was added dropwise 47 mmol (32 g) of sodium hypochlorite aqueous solution (1.5 mmol/g) under cooling with ice. Temperature of the reaction system was about 4° C. and pH was about 8.5. After the dropping was completed, stirring w...